This data is from the Open Reaction Database (ORD), a public repository of structured organic reaction records. The task is: describe an organic reaction: reactants, conditions, products, and yield The reactants are C1C(=O)OCC(=O)O1 (glycolide), C[C@H]1C(=O)O[C@H](C(=O)O1)C (L-(-)-lactide). Product: C(CO)(=O)O.C(C(O)C)(=O)O (glycolic acid lactic acid). As a reaction SMILES: [CH2:1]1[O:8]C(=O)C[O:4][C:2]1=[O:3].[CH3:9][C@@H:10]1[O:17]C(=O)[C@H](C)[O:13][C:11]1=[O:12]>>[C:2]([OH:4])(=[O:3])[CH2:1][OH:8].[C:11]([OH:13])(=[O:12])[CH:10]([CH3:9])[OH:17] |f:2.3|. Procedure details: Polymerization and post-treatment were performed in the same manner as in Polymer Preparation Example 1 except that a mixture of 196 g of glycolide and 4 g of L-(-)-lactide (product of Tokyo Kasei Kogyo Co., Ltd.) was used in place of 200 g of glycolide, thereby obtaining a glycolic acid-lactic acid copolymer [Polymer (P-2)]. The same process was conducted repeatedly to prepare a necessary amount of Polymer (P-2).